describe an organic reaction: reactants, conditions, products, and yield From a dataset of the Open Reaction Database (ORD), a public repository of structured organic reaction records. Reactants: COC(=O)c1ccc(OCCN(CC(F)(F)F)c2ccc(C#N)c(C(F)(F)F)c2)cc1, C1CCOC1, [Li+], [OH-], O, O. The product is N#Cc1ccc(N(CCOc2ccc(C(=O)O)cc2)CC(F)(F)F)cc1C(F)(F)F. Reaction SMILES: [C:1](#[N:2])[c:3]1[c:4]([C:28]([F:29])([F:30])[F:31])[cH:5][c:6]([N:9]([CH2:10][CH2:11][O:12][c:13]2[cH:14][cH:15][c:16]([C:17](=[O:18])[O:19][CH3:20])[cH:21][cH:22]2)[CH2:23][C:24]([F:25])([F:26])[F:27])[cH:7][cH:8]1.[CH2:36]1[O:37][CH2:38][CH2:39][CH2:40]1.[Li+:33].[OH-:32].[OH2:34].[OH2:35]>>[C:1](#[N:2])[c:3]1[c:4]([C:28]([F:29])([F:30])[F:31])[cH:5][c:6]([N:9]([CH2:10][CH2:11][O:12][c:13]2[cH:14][cH:15][c:16]([C:17](=[O:18])[OH:19])[cH:21][cH:22]2)[CH2:23][C:24]([F:25])([F:26])[F:27])[cH:7][cH:8]1. Conditions: time 8 hour. Run in C(C)N(CC)CC (triethylamine). Procedure: In 100 ml of triethylamine was dissovled 76 g (1.0 mole) of 1,3-propanediol, and 95 g (0.50 mole) of tosyl chloride was added to the solution, followed by stirring at room temperature overnight. The reaction mixture was concentrated under reduced pressure, and 800 ml of dichloromethane was added to the residue. The resulting mixture was washed with 150 ml of water, 120 ml of 1N hydrochloric acid and 150 ml of water, successively, and dried over anhydrous magnesium sulfate. The desiccating agent ... The yield is 78.0%. The reactants are C(CCO)O (1,3-propanediol), S(=O)(=O)(C1=CC=C(C)C=C1)Cl (tosyl chloride). Product: S(=O)(=O)(C1=CC=C(C)C=C1)OCCCO (1,3-propanediol monotosylate). Reaction SMILES: [CH2:1]([OH:5])[CH2:2][CH2:3][OH:4].[S:6](Cl)([C:9]1[CH:15]=[CH:14][C:12]([CH3:13])=[CH:11][CH:10]=1)(=[O:8])=[O:7]>C(N(CC)CC)C>[S:6]([O:4][CH2:3][CH2:2][CH2:1][OH:5])([C:9]1[CH:15]=[CH:14][C:12]([CH3:13])=[CH:11][CH:10]=1)(=[O:8])=[O:7]. Reactants: [Li]CCCC, CCOCC, CC(C)[Si](Oc1ccc(-c2ccc[se]2)cc1)(C(C)C)C(C)C, O=CN1CCOCC1, Cl, O. The product is CC(C)[Si](Oc1ccc(-c2ccc(C=O)[se]2)cc1)(C(C)C)C(C)C. As a reaction SMILES: [CH3:23][CH2:24][CH2:25][CH2:26][Li:27].[CH3:37][CH2:38][O:39][CH2:40][CH3:41].[CH:1]([CH3:2])([CH3:3])[Si:4]([O:5][c:6]1[cH:7][cH:8][c:9](-[c:12]2[se:13][cH:14][cH:15][cH:16]2)[cH:10][cH:11]1)([CH:17]([CH3:18])[CH3:19])[CH:20]([CH3:21])[CH3:22].[CH:28](=[O:29])[N:30]1[CH2:31][CH2:32][O:33][CH2:34][CH2:35]1.[ClH:36].[OH2:42]>>[CH:1]([CH3:2])([CH3:3])[Si:4]([O:5][c:6]1[cH:7][cH:8][c:9](-[c:12]2[se:13][c:14]([CH:28]=[O:29])[cH:15][cH:16]2)[cH:10][cH:11]1)([CH:17]([CH3:18])[CH3:19])[CH:20]([CH3:21])[CH3:22]. Reactants: Fc1cc(Cl)cc(Br)c1, O=C1CCN(Cc2ccccc2)C1, [Cl-], I, [Mg], [NH4+], C1CCOC1. Yields the product OC1(c2cc(F)cc(Cl)c2)CCN(Cc2ccccc2)C1. Reaction SMILES: [Br:1][c:2]1[cH:3][c:4]([Cl:9])[cH:5][c:6]([F:8])[cH:7]1.[CH2:12]([c:13]1[cH:14][cH:15][cH:16][cH:17][cH:18]1)[N:19]1[CH2:20][C:21](=[O:24])[CH2:22][CH2:23]1.[Cl-:25].[I:11].[Mg:10].[NH4+:26].[O:27]1[CH2:28][CH2:29][CH2:30][CH2:31]1>>[c:2]1([C:21]2([OH:24])[CH2:20][N:19]([CH2:12][c:13]3[cH:14][cH:15][cH:16][cH:17][cH:18]3)[CH2:23][CH2:22]2)[cH:3][c:4]([Cl:9])[cH:5][c:6]([F:8])[cH:7]1. The reactants are OC1=CC=C(C=C1)CCC(=O)O (3-(4-hydroxyphenyl)propanoic acid), FC1=C(CNCC)C=CC=C1 (N-(2-Fluorobenzyl)ethanamine), F[B-](F)(F)F.N1(N=NC2=C1C=CC=C2)OC(=[N+](C)C)N(C)C (N-[(1H-1,2,3-benzotriazol-1-yloxy)(dimethylamino)-methylene]-N-methylmethanaminium tetrafluoroborate), C(C)N(C(C)C)C(C)C (N-ethyl-N,N-diisopropylamine). Run in CN(C)C=O (DMF), CCOC(=O)C (EtOAc). Conditions: temperature 0 celsius, time 8 hour. The product is C(C)N(C(CCC1=CC=C(C=C1)O)=O)CC1=C(C=CC=C1)F (N-ethyl-N-(2-fluorobenzyl)-3-(4-hydroxyphenyl)propanamide). The yield is 81.1%. As a reaction SMILES: [F:1][C:2]1[CH:11]=[CH:10][CH:9]=[CH:8][C:3]=1[CH2:4][NH:5][CH2:6][CH3:7].[OH:12][C:13]1[CH:18]=[CH:17][C:16]([CH2:19][CH2:20][C:21](O)=[O:22])=[CH:15][CH:14]=1.F[B-](F)(F)F.N1(OC(N(C)C)=[N+](C)C)C2C=CC=CC=2N=N1.C(N(C(C)C)C(C)C)C>CN(C=O)C.CCOC(C)=O>[CH2:6]([N:5]([CH2:4][C:3]1[CH:8]=[CH:9][CH:10]=[CH:11][C:2]=1[F:1])[C:21](=[O:22])[CH2:20][CH2:19][C:16]1[CH:17]=[CH:18][C:13]([OH:12])=[CH:14][CH:15]=1)[CH3:7] |f:2.3|. Procedure details: N-(2-Fluorobenzyl)ethanamine (0.554 g, 3.615 mmol) was dissolved in DMF (10 ml). 3-(4-hydroxyphenyl)propanoic acid (0.546 g, 3.286 mmol) was added and the mixture was cooled to 0° C. N-[(1H-1,2,3-benzotriazol-1-yloxy)(dimethylamino)-methylene]-N-methylmethanaminium tetrafluoroborate (1.161 g, 3.615 mmol) and N-ethyl-N,N-diisopropylamine (0.892 g, 6.901 mmol) was added. The solution was stirred overnight at room temperature. EtOAc (20 ml) was added and the organic phase was washed with two portio...